Dataset: the Open Reaction Database (ORD), a public repository of structured organic reaction records. Task: describe an organic reaction: reactants, conditions, products, and yield Procedure details: (7-Ethyl-6-(4-(2-methyl-1,3-dioxolan-2-yl)phenyl)-5-((2-(trimethylsilyl)ethoxy)methyl)-5H-pyrrolo[2,3-b]pyrazin-2-yl)methanamine (0.250 g, 0.533 mmol, prepared using D from Preparation #5 with (E)-styrylboronic acid, E, F, G and I) in ethyl formate (3.30 mL, 40.5 mmol) was heated to about 65° C. for about 2 h. The mixture was cooled to rt then the solvent was re removed under reduced pressure to give N-((7-ethyl-6-(4-(2-methyl-1,3-dioxolan-2-yl)phenyl)-5-((2-(trimethylsilyl)ethoxy)methyl)-5H-pyr... Starting materials: C(C)C1=C(N(C2=NC=C(N=C21)CN)COCC[Si](C)(C)C)C2=CC=C(C=C2)C2(OCCO2)C ((7-Ethyl-6-(4-(2-methyl-1,3-dioxolan-2-yl)phenyl)-5-((2-(trimethylsilyl)ethoxy)methyl)-5H-pyrrolo[2,3-b]pyrazin-2-yl)methanamine), C(=O)OCC (ethyl formate). Isolated yield 100.1%. RXN SMILES: [CH2:1]([C:3]1[C:11]2[C:6](=[N:7][CH:8]=[C:9]([CH2:12][NH2:13])[N:10]=2)[N:5]([CH2:14][O:15][CH2:16][CH2:17][Si:18]([CH3:21])([CH3:20])[CH3:19])[C:4]=1[C:22]1[CH:27]=[CH:26][C:25]([C:28]2([CH3:33])[O:32][CH2:31][CH2:30][O:29]2)=[CH:24][CH:23]=1)[CH3:2].[CH:34](OCC)=[O:35]>>[CH2:1]([C:3]1[C:11]2[C:6](=[N:7][CH:8]=[C:9]([CH2:12][NH:13][CH:34]=[O:35])[N:10]=2)[N:5]([CH2:14][O:15][CH2:16][CH2:17][Si:18]([CH3:21])([CH3:20])[CH3:19])[C:4]=1[C:22]1[CH:23]=[CH:24][C:25]([C:28]2([CH3:33])[O:32][CH2:31][CH2:30][O:29]2)=[CH:26][CH:27]=1)[CH3:2]. Product: C(C)C1=C(N(C2=NC=C(N=C21)CNC=O)COCC[Si](C)(C)C)C2=CC=C(C=C2)C2(OCCO2)C (N-((7-ethyl-6-(4-(2-methyl-1,3-dioxolan-2-yl)phenyl)-5-((2-(trimethylsilyl)ethoxy)methyl)-5H-pyrrolo[2,3-b]pyrazin-2-yl)methyl)formamide). Reactants: CO, CNC1COc2cc(C)c(C)cc2C(O)C1, Cl. Product: CNC1C=Cc2cc(C)c(C)cc2OC1, Cl. RXN SMILES: [CH3:18][OH:19].[CH3:1][c:2]1[c:3]([CH3:16])[cH:4][c:5]2[c:6]([cH:15]1)[CH:7]([OH:14])[CH2:8][CH:9]([NH:12][CH3:13])[CH2:10][O:11]2.[ClH:17]>>[CH3:1][c:2]1[c:3]([CH3:16])[cH:4][c:5]2[c:6]([cH:15]1)[CH:7]=[CH:8][CH:9]([NH:12][CH3:13])[CH2:10][O:11]2.[ClH:17]. Reaction SMILES: [C:6]([c:7]1[cH:8][c:9]([O:10][CH3:11])[c:12]([OH:13])[c:14]([O:15][CH3:16])[cH:17]1)(=[O:18])[OH:19].[CH3:20][OH:21].[S:1](=[O:2])(=[O:3])([OH:4])[OH:5]>>[C:6]([c:7]1[cH:8][c:9]([O:10][CH3:11])[c:12]([OH:13])[c:14]([O:15][CH3:16])[cH:17]1)(=[O:18])[O:19][CH3:20]. The product is COC(=O)c1cc(OC)c(O)c(OC)c1. Starting materials: COc1cc(C(=O)O)cc(OC)c1O, CO, O=S(=O)(O)O. Starting materials: C(C1=CC=CC=C1)O[C@@H]1[C@H]([C@@H](O[C@@]1(CO)COC(C1=CC=C(C=C1)OC)(C1=CC=C(C=C1)OC)C1=CC=CC=C1)N1C(=O)NC(=O)C(C)=C1)O (1-(3-O-Benzyl-4-C-(4,4′-dimethoxytrityloxymethyl)-β-D-xylofuranosyl)thymine), C1(=CC=C(C=C1)S(=O)(=O)Cl)C (p-toluenesulphonyl chloride). The reagents and catalysts are CN(C)C1=CC=NC=C1 (4-(N,N-dimethylamino)pyridine). The solvent is N1=CC=CC=C1 (pyridine). Conditions: time 24 hour. The product is C(C1=CC=CC=C1)O[C@@H]1[C@H]([C@@H](O[C@@]1(COS(=O)(=O)C1=CC=C(C=C1)C)COC(C1=CC=C(C=C1)OC)(C1=CC=C(C=C1)OC)C1=CC=CC=C1)N1C(=O)NC(=O)C(C)=C1)OS(=O)(=O)C1=CC=C(C=C1)C (1-(3-O-Benzyl-4-C-(4,4′-dimethoxytrityloxymethyl)-2,5-di-O-(p-toluenesulphonyl)-β-D-xylofuranosyl)thymine). Isolated yield 62.2%. Reaction SMILES: [CH2:1]([O:8][C@H:9]1[C@@:13]([CH2:16][O:17][C:18]([C:35]2[CH:40]=[CH:39][CH:38]=[CH:37][CH:36]=2)([C:27]2[CH:32]=[CH:31][C:30]([O:33][CH3:34])=[CH:29][CH:28]=2)[C:19]2[CH:24]=[CH:23][C:22]([O:25][CH3:26])=[CH:21][CH:20]=2)([CH2:14][OH:15])[O:12][C@@H:11]([N:41]2[CH:49]=[C:47]([CH3:48])[C:45](=[O:46])[NH:44][C:42]2=[O:43])[C@@H:10]1[OH:50])[C:2]1[CH:7]=[CH:6][CH:5]=[CH:4][CH:3]=1.[C:51]1([CH3:61])[CH:56]=[CH:55][C:54]([S:57](Cl)(=[O:59])=[O:58])=[CH:53][CH:52]=1>N1C=CC=CC=1.CN(C1C=CN=CC=1)C>[CH2:1]([O:8][C@H:9]1[C@@:13]([CH2:16][O:17][C:18]([C:35]2[CH:36]=[CH:37][CH:38]=[CH:39][CH:40]=2)([C:27]2[CH:32]=[CH:31][C:30]([O:33][CH3:34])=[CH:29][CH:28]=2)[C:19]2[CH:24]=[CH:23][C:22]([O:25][CH3:26])=[CH:21][CH:20]=2)([CH2:14][O:15][S:57]([C:54]2[CH:55]=[CH:56][C:51]([CH3:61])=[CH:52][CH:53]=2)(=[O:59])=[O:58])[O:12][C@@H:11]([N:41]2[CH:49]=[C:47]([CH3:48])[C:45](=[O:46])[NH:44][C:42]2=[O:43])[C@@H:10]1[O:50][S:57]([C:54]1[CH:55]=[CH:56][C:51]([CH3:61])=[CH:52][CH:53]=1)(=[O:59])=[O:58])[C:2]1[CH:3]=[CH:4][CH:5]=[CH:6][CH:7]=1. Procedure: To a solution of nucleoside 6 (2.79 g, 3.9 mmol) in anhydrous pyridine (50 cm3) was added a catalytic amount of 4-(N,N-dimethylamino)pyridine and p-toluenesulphonyl chloride (6.50 g, 34 mmol). The mixture was stirred in the dark for 24 h at room temperature under nitrogen. The reaction was quenched by addition of a saturated aqueous solution of sodium hydrogen carbonate (100 cm3) and the resulting mixture was extracted with dichloromethane. The combined organic phase was washed with saturated aq... The reactants are CN(C(CCN1N=C(C2=CC(=CC=C12)O)NCCCN(CC)CC)C)C (1-(3-dimethylaminobutyl)-3-(3-diethylaminopropylamino)-5-hydroxyindazole), Cl (hydrogen chloride), C(C)OCC (diethyl ether). Run in C(C)O (ethyl alcohol). Yields the product Cl.Cl.CN(C(CCN1N=C(C2=CC(=CC=C12)O)NCCCN(CC)CC)C)C (1-(3-dimethylaminobutyl)-3-(3-diethylaminopropylamino)-5-hydroxyindazole dihydrochloride). Reaction SMILES: [CH3:1][N:2]([CH3:26])[CH:3]([CH3:25])[CH2:4][CH2:5][N:6]1[C:14]2[C:9](=[CH:10][C:11]([OH:15])=[CH:12][CH:13]=2)[C:8]([NH:16][CH2:17][CH2:18][CH2:19][N:20]([CH2:23][CH3:24])[CH2:21][CH3:22])=[N:7]1.[ClH:27].C(OCC)C>C(O)C>[ClH:27].[ClH:27].[CH3:26][N:2]([CH3:1])[CH:3]([CH3:25])[CH2:4][CH2:5][N:6]1[C:14]2[C:9](=[CH:10][C:11]([OH:15])=[CH:12][CH:13]=2)[C:8]([NH:16][CH2:17][CH2:18][CH2:19][N:20]([CH2:23][CH3:24])[CH2:21][CH3:22])=[N:7]1 |f:4.5.6|. Procedure: In 50 ml of absolute ethyl alcohol was dissolved 3.8 g of the 1-(3-dimethylaminobutyl)-3-(3-diethylaminopropylamino)-5-hydroxyindazole, and into the solution was introduced dried hydrogen chloride gas under cooling with ice. Then to the solution was added anhydrous diethyl ether to separate crystals. The crystals were obtained by filtration and dried to give 1-(3-dimethylaminobutyl)-3-(3-diethylaminopropylamino)-5-hydroxyindazole dihydrochloride having the following analytical value.